Dataset: the Open Reaction Database (ORD), a public repository of structured organic reaction records. Task: describe an organic reaction: reactants, conditions, products, and yield The reactants are C(#N)C1(CC(CC(C1)(C)C)=O)C (3-cyano-3,5,5-trimethyl cyclohexanone), O=C1C=C(CC(C)(C)C1)C (isophorone), C#N (hydrogen cyanide). Reagents/catalysts: alkali metal salt. Solvent: CO (methanol). The product is C(#N)C1(CCCC(C1)(C)C)C (3-cyano-3,5,5-trimethyl cyclohexane). Yield: 70.0%. RXN SMILES: [C:1]([C:3]1([CH3:12])[CH2:8][C:7]([CH3:10])([CH3:9])[CH2:6][C:5](=O)[CH2:4]1)#[N:2].O=C1CC(C)(C)CC(C)=C1.C#N>CO>[C:1]([C:3]1([CH3:12])[CH2:8][C:7]([CH3:10])([CH3:9])[CH2:6][CH2:5][CH2:4]1)#[N:2]. Reported procedure: West German Patent No. 1,240,854 discloses a method for synthesizing 3-cyano-3,5,5-trimethyl cyclohexanone by causing isophorone to react with hydrogen cyanide in the presence of an alkali metal salt as a catalyst with methanol used as a dispersant for the catalyst. When this method was replicated, however, it was found that the reaction produced 3-cyano-3,5,5-trimethyl cyclohexane only in a low yield of about 70% and entailed by-production of a large amount of polymer of hydrogen cyanide. Thus,... The reactants are (+)-(4aR)-(10bR)-4-methyl-10b-methyl-1,2,3,4,4a,5,6,10b-octahydrobenzo[f]quinolin-3-one 8-boronic acid, BrC=1C=CC=C2C=CC=NC12 (8-bromoquinoline), C([O-])([O-])=O.[Na+].[Na+] (sodium carbonate), C1CCOC1 (THF). The reagents and catalysts are [Pd].C1(=CC=CC=C1)P(C1=CC=CC=C1)C1=CC=CC=C1.C1(=CC=CC=C1)P(C1=CC=CC=C1)C1=CC=CC=C1.C1(=CC=CC=C1)P(C1=CC=CC=C1)C1=CC=CC=C1.C1(=CC=CC=C1)P(C1=CC=CC=C1)C1=CC=CC=C1 (tetrakis (triphenylphosphine) palladium (0 )). The solvent is C(C)(=O)OCC (ethyl acetate). Product: CN1C(CC[C@@]2(C3=C(CC[C@@H]12)C=C(C=C3)C=3C=CC=C1C=CC=NC31)C)=O ((+)-(4aR)-(10bR)-4-methyl-8-(8-quinolinyl)-10b-methyl-1,2,3,4,4a,5,6,10b-octahydrobenzo[f]quinolin-3-one). Yield: 38.0%. As a reaction SMILES: Br[C:2]1[CH:3]=[CH:4][CH:5]=[C:6]2[C:11]=1[N:10]=[CH:9][CH:8]=[CH:7]2.[C:12](=[O:15])([O-])[O-].[Na+].[Na+].[CH2:18]1[CH2:22]O[CH2:20][CH2:19]1>C(OCC)(=O)C.[Pd].C1(P(C2C=CC=CC=2)C2C=CC=CC=2)C=CC=CC=1.C1(P(C2C=CC=CC=2)C2C=CC=CC=2)C=CC=CC=1.C1(P(C2C=CC=CC=2)C2C=CC=CC=2)C=CC=CC=1.C1(P(C2C=CC=CC=2)C2C=CC=CC=2)C=CC=CC=1>[CH3:11][N:10]1[C@H:9]2[C@@:18]([CH3:22])([C:18]3[CH:22]=[CH:4][C:3]([C:2]4[CH:3]=[CH:4][CH:5]=[C:6]5[C:11]=4[N:10]=[CH:9][CH:8]=[CH:7]5)=[CH:2][C:19]=3[CH2:20][CH2:8]2)[CH2:19][CH2:20][C:12]1=[O:15] |f:1.2.3,6.7.8.9.10|. Procedure details: A 15 mL round bottom flask was charged with (+)-(4aR)-(10bR)-4-methyl-10b-methyl-1,2,3,4,4a,5,6,10b-octahydrobenzo[f]quinolin-3-one-8-boronic acid (178 mg, 0.65 mmol), tetrakis (triphenylphosphine) palladium (0 ) (23 mg, 0.02 mmol), 8-bromoquinoline (135 mg, 0.65 mmol ), 0.65 mL of 2M sodium carbonate and 2 mL of THF, flitted with a reflux condenser, and the stirred mixture was heated at 80°, under nitrogen, for 24 h. The mixture was cooled, diluted with ethyl acetate (75 mL) and washed with bri... Reactants: FC1=C(C(=O)O)C=CC(=C1)O (2-fluoro-4-hydroxybenzoic acid), C(C)(=O)OC(C)=O (acetic anhydride). Product: C(C)(=O)OC1=CC(=C(C(=O)O)C=C1)F (4-acetoxy-2-fluorobenzoic acid). As a reaction SMILES: [F:1][C:2]1[CH:10]=[C:9]([OH:11])[CH:8]=[CH:7][C:3]=1[C:4]([OH:6])=[O:5].[C:12](OC(=O)C)(=[O:14])[CH3:13]>S(=O)(=O)(O)O.O>[C:12]([O:11][C:9]1[CH:8]=[CH:7][C:3]([C:4]([OH:6])=[O:5])=[C:2]([F:1])[CH:10]=1)(=[O:14])[CH3:13]. The reagents and catalysts are S(O)(O)(=O)=O (sulfuric acid). Run at temperature 80 celsius. Solvent: O (water), O (water). Reported procedure: 4.3 Grams of 2-fluoro-4-hydroxybenzoic acid and 8.4 g of acetic anhydride were placed in a two-necked flask and mixed. While the mixture was cooled with water, 5 drops of sulfuric acid was added. After the heat generation ended, the mixture was heated at 80° C. for 30 minutes. Then, the reaction mixture was poured into cold water, and precipitated crystal was recovered by filtration. The crystal was dried under vacuum and used in a subsequent step. The yield of the crystal was 4.7 g. Yield: 0.6%. Reactants: C(CC(=O)C)(=O)OCC (ethyl acetoacetate), C(CC)NCCC (dipropylamine). Yields the product C(CC)N(C(CC(C)=O)=O)CCC (N,N-Dipropyl-3-oxobutyramide). Reported procedure: 43.4 g (43.3 mol) of ethyl acetoacetate and 33.7 g (43.3 mol) of dipropylamine were treated as described in preparation 1. The crude oil was distilled at 86°-89° C./ 0.8 mmHg, to give 44.3 g of the title compound. As a reaction SMILES: [C:1]([O:7]CC)(=O)[CH2:2][C:3]([CH3:5])=[O:4].[CH2:10]([NH:13][CH2:14][CH2:15][CH3:16])[CH2:11][CH3:12]>>[CH2:10]([N:13]([CH2:14][CH2:15][CH3:16])[C:1](=[O:7])[CH2:2][C:3](=[O:4])[CH3:5])[CH2:11][CH3:12].